From a dataset of the Open Reaction Database (ORD), a public repository of structured organic reaction records. describe an organic reaction: reactants, conditions, products, and yield Reactants: COC(=O)c1ccc2c(C3CCCCC3)c3n(c2c1)CCN(CCN(C)C)Cc1cc(OC)ccc1-3, [Na+], C1COCCO1, [OH-]. Yields the product COc1ccc2c(c1)CN(CCN(C)C)CCn1c-2c(C2CCCCC2)c2ccc(C(=O)O)cc21. Reaction SMILES: [CH:1]1([c:7]2[c:8]3[cH:9][cH:10][c:11]([C:33](=[O:34])[O:35][CH3:36])[cH:12][c:13]3[n:14]3[c:15]2-[c:16]2[c:17]([cH:27][c:28]([O:31][CH3:32])[cH:29][cH:30]2)[CH2:18][N:19]([CH2:22][CH2:23][N:24]([CH3:25])[CH3:26])[CH2:20][CH2:21]3)[CH2:2][CH2:3][CH2:4][CH2:5][CH2:6]1.[Na+:44].[O:37]1[CH2:38][CH2:39][O:40][CH2:41][CH2:42]1.[OH-:43]>>[CH:1]1([c:7]2[c:8]3[cH:9][cH:10][c:11]([C:33](=[O:34])[OH:35])[cH:12][c:13]3[n:14]3[c:15]2-[c:16]2[c:17]([cH:27][c:28]([O:31][CH3:32])[cH:29][cH:30]2)[CH2:18][N:19]([CH2:22][CH2:23][N:24]([CH3:25])[CH3:26])[CH2:20][CH2:21]3)[CH2:2][CH2:3][CH2:4][CH2:5][CH2:6]1. Reactants: O=C1N(C=CC(=C1)C1=NC=C(C=C1)C(F)(F)F)C=1C=CC=2C3=C(NC2C1)CCCN(C3)C(=O)OC(C)(C)C (tert-Butyl 8-(2-oxo-4-(5-(trifluoromethyl)pyridin-2-yl)pyridin-1(2H)-yl)-3,4,5,6-tetrahydroazepino[4,3-b]indole-2(1H)-carboxylate), Cl (HCl). Solvent: CO (MeOH). Run at time 18 hour. Product: Cl.C1NCCCC=2NC=3C=C(C=CC3C21)N2C(C=C(C=C2)C2=NC=C(C=C2)C(F)(F)F)=O (1-(1,2,3,4,5,6-Hexahydroazepino[4,3-b]indol-8-yl)-4-(5-(trifluoromethyl)pyridin-2-yl)pyridin-2(1H)-one hydrochloride). The yield is 51.0%. As a reaction SMILES: [O:1]=[C:2]1[CH:7]=[C:6]([C:8]2[CH:13]=[CH:12][C:11]([C:14]([F:17])([F:16])[F:15])=[CH:10][N:9]=2)[CH:5]=[CH:4][N:3]1[C:18]1[CH:19]=[CH:20][C:21]2[C:22]3[CH2:31][N:30](C(OC(C)(C)C)=O)[CH2:29][CH2:28][CH2:27][C:23]=3[NH:24][C:25]=2[CH:26]=1.[ClH:39]>CO>[ClH:39].[CH2:31]1[C:22]2[C:21]3[CH:20]=[CH:19][C:18]([N:3]4[CH:4]=[CH:5][C:6]([C:8]5[CH:13]=[CH:12][C:11]([C:14]([F:17])([F:16])[F:15])=[CH:10][N:9]=5)=[CH:7][C:2]4=[O:1])=[CH:26][C:25]=3[NH:24][C:23]=2[CH2:27][CH2:28][CH2:29][NH:30]1 |f:3.4|. Procedure details: tert-Butyl 8-(2-oxo-4-(5-(trifluoromethyl)pyridin-2-yl)pyridin-1(2H)-yl)-3,4,5,6-tetrahydroazepino[4,3-b]indole-2(1H)-carboxylate (30 mg, 0.057 mmol) was treated with 1.25 M HCl in MeOH (5.5 mL), and the resulting solution was stirred at ambient temperature for 18 h. The solution was partially concentrated and diluted with Et2O. The resulting solids were collected by filtration, washed with Et2O and dried to yield the title compound (13 mg, 51%) as a yellow powder: mp 310-320° C. decomp.; 1H NMR... Reactants: C(C=C)(=O)OC(C)(C)C (t-butyl acrylate), C1C=CC2C1C3CC2C=C3 (dicyclopentadiene). Solvent: C1(=CC=CC=C1)C (toluene). Reaction conditions: time 5 hour. Yields the product C(C)(C)(C)OC(=O)C1C2C=CC(C1)C2 (5-t-butoxycarbonylbicyclo[2.2.1]hept-2-ene). The yield is 64.4%. RXN SMILES: [C:1]([O:5][C:6]([CH3:9])([CH3:8])[CH3:7])(=[O:4])[CH:2]=[CH2:3].[CH2:10]1[CH:14]2[CH:15]3C=CC([CH:13]2C=[CH:11]1)C3>C1(C)C=CC=CC=1>[C:6]([O:5][C:1]([CH:2]1[CH2:13][CH:14]2[CH2:15][CH:3]1[CH:11]=[CH:10]2)=[O:4])([CH3:9])([CH3:8])[CH3:7]. Procedure details: Into an autoclave with an internal volume of 2 liters, 256.3 g of t-butyl acrylate, 264.4 g of dicyclopentadiene and 1,040 g of toluene were charged, and the reaction was carried out at a temperature of 170° C. or higher for 5 hours. Subsequently, the reaction product was drawn out, and the toluene was evaporated, followed by distillation using a distillation column at 8.0 Torr and 87° C. to obtain 250 g of 5-t-butoxycarbonylbicyclo[2.2.1]hept-2-ene with a purity of 99.9% by weight. Using the sa...